The task is: describe an organic reaction: reactants, conditions, products, and yield. This data is from the Open Reaction Database (ORD), a public repository of structured organic reaction records. Starting materials: C=O, Cc1cnc(-c2ccc(C(F)(F)F)cc2)n1C, CC(=O)[O-], CC(=O)O, [Na+], [Na+], [OH-]. Yields the product Cc1c(CO)nc(-c2ccc(C(F)(F)F)cc2)n1C. RXN SMILES: [CH2:18]=[O:19].[CH3:1][n:2]1[c:3](-[c:8]2[cH:9][cH:10][c:11]([C:14]([F:15])([F:16])[F:17])[cH:12][cH:13]2)[n:4][cH:5][c:6]1[CH3:7].[CH3:21][C:22]([O-:23])=[O:24].[CH3:27][C:28](=[O:29])[OH:30].[Na+:20].[Na+:26].[OH-:25]>>[CH3:1][n:2]1[c:3](-[c:8]2[cH:9][cH:10][c:11]([C:14]([F:15])([F:16])[F:17])[cH:12][cH:13]2)[n:4][c:5]([CH2:22][OH:23])[c:6]1[CH3:7]. Reactants: C#CCCCO, CCNCC, [Cl-], Clc1ccc(Cl)c(I)c1, ClCCl, [Cu]I. Product: OCCCC#Cc1cc(Cl)ccc1Cl. RXN SMILES: [CH2:10]([CH2:11][CH2:12][C:13]#[CH:14])[OH:15].[CH2:17]([NH:18][CH2:19][CH3:20])[CH3:21].[Cl-:16].[Cl:1][c:2]1[c:3]([I:9])[cH:4][c:5]([Cl:8])[cH:6][cH:7]1.[Cl:22][CH2:23][Cl:24].[Cu:25][I:26]>>[Cl:1][c:2]1[c:3]([C:14]#[C:13][CH2:12][CH2:11][CH2:10][OH:15])[cH:4][c:5]([Cl:8])[cH:6][cH:7]1. The reactants are NC1=NC(=C(C(=N1)O)[N+](=O)[O-])Cl (2-Amino-6-chloro-4-hydroxy-5-nitropyrimidine), NCC(C)(C)N (1,2-diamino-2-methylpropane). The solvent is C(C)O (ethanol). Conditions: time 8 hour. The product is Cl.NC1=NC(=C(C(=N1)O)[N+](=O)[O-])NCC(C)(C)N (2-Amino-6-(2-amino-2-methylpropylamino)-4-hydroxy-5-nitropyrimidine monohydrochloride). Isolated yield 97.0%. Reaction SMILES: [NH2:1][C:2]1[N:7]=[C:6]([OH:8])[C:5]([N+:9]([O-:11])=[O:10])=[C:4]([Cl:12])[N:3]=1.[NH2:13][CH2:14][C:15]([NH2:18])([CH3:17])[CH3:16]>C(O)C>[ClH:12].[NH2:1][C:2]1[N:7]=[C:6]([OH:8])[C:5]([N+:9]([O-:11])=[O:10])=[C:4]([NH:13][CH2:14][C:15]([NH2:18])([CH3:17])[CH3:16])[N:3]=1 |f:3.4|. Procedure: 2-Amino-6-chloro-4-hydroxy-5-nitropyrimidine, 1.94 g, was finely powdered and dissolved in approximately 200 ml boiling absolute ethanol and filtered while hot to remove the insoluble 2-amino-4,6-dihydroxy-5-nitropyrimidine (sole contaminant), leaving a solution containing 9.0 mmoles of (IIa). This was taken again to reflux and 0.88 g (20 mmoles) 1,2-diamino-2-methylpropane (99% pure) added all at once with stirring. The progress of the reaction was monitored on Partisil SCX (25×0.46 cm) eluted ... The reactants are COc1ccc(CC(=O)O)cc1OC, CO, O=S(=O)(O)O. The product is COC(=O)Cc1ccc(OC)c(OC)c1. Reaction SMILES: [CH3:1][O:2][c:3]1[cH:4][c:5]([CH2:11][C:12](=[O:13])[OH:14])[cH:6][cH:7][c:8]1[O:9][CH3:10].[CH3:20][OH:21].[S:15](=[O:16])(=[O:17])([OH:18])[OH:19]>>[CH3:1][O:2][c:3]1[cH:4][c:5]([CH2:11][C:12]([O:13][CH3:20])=[O:14])[cH:6][cH:7][c:8]1[O:9][CH3:10]. Reactants: S(=O)([O-])S(=O)[O-].[Na+].[Na+] (Sodium dithionite), C(CC)(=O)C=1C(CC(CC1O)C1=C(C(=C(C=C1C)C)[N+](=O)[O-])C)=O (2-propionyl-3-hydroxy-5-(3-nitro-2,4,6-trimethylphenyl)cyclohex-2-en-1-one), [OH-].[Na+] (sodium hydroxide). Solvent: C(C)O (ethanol). Reaction conditions: time 1 hour. Yields the product C(CC)(=O)C=1C(CC(CC1O)C1=C(C(=C(C=C1C)C)N)C)=O (2-propionyl-3-hydroxy-5-(3-amino-2,4,6-trimethylphenyl)cyclohex-2-en-1-one). Yield: 34.4%. Reaction SMILES: S(S([O-])=O)([O-])=O.[Na+].[Na+].[C:9]([C:13]1[C:14](=[O:32])[CH2:15][CH:16]([C:20]2[C:25]([CH3:26])=[CH:24][C:23]([CH3:27])=[C:22]([N+:28]([O-])=O)[C:21]=2[CH3:31])[CH2:17][C:18]=1[OH:19])(=[O:12])[CH2:10][CH3:11].[OH-].[Na+]>C(O)C>[C:9]([C:13]1[C:14](=[O:32])[CH2:15][CH:16]([C:20]2[C:25]([CH3:26])=[CH:24][C:23]([CH3:27])=[C:22]([NH2:28])[C:21]=2[CH3:31])[CH2:17][C:18]=1[OH:19])(=[O:12])[CH2:10][CH3:11] |f:0.1.2,4.5|. Procedure: Sodium dithionite (27.74 g, 159 mmol) was added over a period of 30 min to a refluxing solution of 2-propionyl-3-hydroxy-5-(3-nitro-2,4,6-trimethylphenyl)cyclohex-2-en-1-one (9.59 g, 28.9 mmol) and sodium hydroxide (1.10 g, 27.5 mmol) in 50% aqueous ethanol (350 ml). Refluxing was continued for 1 hr. The hot mixture was filtered, neutralized with dilute hydrochloric acid and extracted with methylene chloride. The organic layer was washed with water, dried over anhydrous magnesium sulfate and eva...